This data is from the Open Reaction Database (ORD), a public repository of structured organic reaction records. The task is: describe an organic reaction: reactants, conditions, products, and yield The reactants are N#Cc1ccc2[nH]ccc2c1, CO, Cl, [K+], O=C1CCNCC1, [OH-], O. Yields the product N#Cc1ccc2[nH]cc(C3=CCNCC3)c2c1. RXN SMILES: [C:3](#[N:4])[c:5]1[cH:6][c:7]2[cH:8][cH:9][nH:10][c:11]2[cH:12][cH:13]1.[CH3:23][OH:24].[ClH:15].[K+:2].[NH:16]1[CH2:17][CH2:18][C:19](=[O:22])[CH2:20][CH2:21]1.[OH-:1].[OH2:14]>>[C:3](#[N:4])[c:5]1[cH:6][c:7]2[c:8]([C:19]3=[CH:18][CH2:17][NH:16][CH2:21][CH2:20]3)[cH:9][nH:10][c:11]2[cH:12][cH:13]1. The reactants are ClC1=CC=C(C(=O)C2=CC=C(N2C)CC#N)C=C1 (5-(p-chlorobenzoyl)-1-methylpyrrole-2-acetonitrile), [H-].[Na+] (sodium hydride), CI (methyl iodide). The solvent is COCCOC (1,2-dimethoxyethane), COCCOC (1,2-dimethoxyethane). Conditions: time 1 hour. Product: ClC1=CC=C(C(=O)C2=CC=C(N2C)C(C#N)C)C=C1 (5-(p-chlorobenzoyl)-α-methyl-1-methylpyrrole-2-acetonitrile). Reaction SMILES: [H-].[Na+].[Cl:3][C:4]1[CH:20]=[CH:19][C:7]([C:8]([C:10]2[N:14]([CH3:15])[C:13]([CH2:16][C:17]#[N:18])=[CH:12][CH:11]=2)=[O:9])=[CH:6][CH:5]=1.[CH3:21]I>COCCOC>[Cl:3][C:4]1[CH:20]=[CH:19][C:7]([C:8]([C:10]2[N:14]([CH3:15])[C:13]([CH:16]([CH3:21])[C:17]#[N:18])=[CH:12][CH:11]=2)=[O:9])=[CH:6][CH:5]=1 |f:0.1|. Procedure: To a suspension of sodium hydride (12.2 g. of 50% w/w NaH in mineral oil) in 1,2-dimethoxyethane is added 5-(p-chlorobenzoyl)-1-methylpyrrole-2-acetonitrile (62.6 g., 0.24 mole) in 1,2-dimethoxyethane over a period of 1/2 hr. at room temperature. After the addition is complete, the mixture is stirred for 1 hour and then 35 g. (0.25 mole) of methyl iodide is added. The reaction mixture is stirred for an additional 3 hours, concentrated under reduced pressure, diluted with water and extracted with... Reactants: C1(\C=C/C(=O)O1)=O (maleic acid anhydride), OC(CS)COC1=CC(=CC=C1)Cl (2-hydroxy-3-m-chlorophenoxypropane-1-thiol), C(C)(C)NC(C)C (diisopropylamine). Yields the product ClC=1C=C(OCC2CSC(C(O2)=O)CC(=O)O)C=CC1 (6-m-chlorophenoxymethyl-2-oxo-1,4-oxathiane-3-acetic acid). RXN SMILES: [C:1]1(=[O:7])[O:6][C:4](=[O:5])[CH:3]=[CH:2]1.[OH:8][CH:9]([CH2:12][O:13][C:14]1[CH:19]=[CH:18][CH:17]=[C:16]([Cl:20])[CH:15]=1)[CH2:10][SH:11].C(NC(C)C)(C)C>>[Cl:20][C:16]1[CH:15]=[C:14]([CH:19]=[CH:18][CH:17]=1)[O:13][CH2:12][CH:9]1[O:8][C:4](=[O:5])[CH:3]([CH2:2][C:1]([OH:6])=[O:7])[S:11][CH2:10]1. Procedure details: Analogously to Example 1, from maleic acid anhydride and 2-hydroxy-3-m-chlorophenoxypropane-1-thiol in the presence of diisopropylamine and the usual working up of the reaction mixture, 6-m-chlorophenoxymethyl-2-oxo-1,4-oxathiane-3-acetic acid is obtained. It is separated into two isomers using chromatographic purification: